From a dataset of the Open Reaction Database (ORD), a public repository of structured organic reaction records. describe an organic reaction: reactants, conditions, products, and yield Reaction SMILES: [CH2:18]([c:19]1[cH:20][cH:21][cH:22][cH:23][cH:24]1)[n:25]1[c:26]([CH:34]=[O:35])[cH:27][c:28]2[cH:29][cH:30][cH:31][cH:32][c:33]12.[CH2:42]([Cl:43])[Cl:44].[CH3:1][O:2][C:3]([c:4]1[c:5]([OH:16])[cH:6][c:7]([O:10][CH2:11][CH2:12][CH2:13][O:14][NH2:15])[cH:8][cH:9]1)=[O:17].[Mg+2:36].[O-:37][S:38](=[O:39])(=[O:40])[O-:41]>>[CH3:1][O:2][C:3]([c:4]1[c:5]([OH:16])[cH:6][c:7]([O:10][CH2:11][CH2:12][CH2:13][O:14][N:15]=[CH:34][c:26]2[n:25]([CH2:18][c:19]3[cH:20][cH:21][cH:22][cH:23][cH:24]3)[c:33]3[c:28]([cH:27]2)[cH:29][cH:30][cH:31][cH:32]3)[cH:8][cH:9]1)=[O:17]. Starting materials: O=Cc1cc2ccccc2n1Cc1ccccc1, ClCCl, COC(=O)c1ccc(OCCCON)cc1O, [Mg+2], O=S(=O)([O-])[O-]. Product: COC(=O)c1ccc(OCCCON=Cc2cc3ccccc3n2Cc2ccccc2)cc1O. Starting materials: CCOC(=O)c1cnc(-c2ccncc2)nc1Oc1ccccc1C, CCO, Cl, O. Yields the product Cc1ccccc1Oc1nc(-c2ccncc2)ncc1C(=O)O. Reaction SMILES: [CH2:1]([CH3:2])[O:3][C:4](=[O:5])[c:6]1[c:7]([O:18][c:19]2[c:20]([CH3:25])[cH:21][cH:22][cH:23][cH:24]2)[n:8][c:9](-[c:12]2[cH:13][cH:14][n:15][cH:16][cH:17]2)[n:10][cH:11]1.[CH3:27][CH2:28][OH:29].[ClH:26].[OH2:30]>>[O:3]=[C:4]([OH:5])[c:6]1[c:7]([O:18][c:19]2[c:20]([CH3:25])[cH:21][cH:22][cH:23][cH:24]2)[n:8][c:9](-[c:12]2[cH:13][cH:14][n:15][cH:16][cH:17]2)[n:10][cH:11]1. The reactants are CC(C)(C)[S@@](=O)N ((R)-(+)-2-methyl-2-propanesulfinamide), BrC=1C=C(C(=NC1)C=O)F (5-bromo-3-fluoropyridine-2-carbaldehyde), C1(=CC=C(C=C1)S(=O)(=O)[O-])C.[NH+]1=CC=CC=C1 (pyridinium p-toluenesulfonate), S(=O)(=O)([O-])[O-].[Mg+2] (magnesium sulfate). Run in C(Cl)Cl (CH2Cl2). Run at time 8 hour. Yields the product BrC=1C=C(C(=NC1)\C=N\S(=O)C(C)(C)C)F (N-[(1E)-(5-bromo-3-fluoropyridin-2-yl)methylidene]-2-methylpropane-2-sulfinamide). As a reaction SMILES: [CH3:1][C:2]([S@:5]([NH2:7])=[O:6])([CH3:4])[CH3:3].[Br:8][C:9]1[CH:10]=[C:11]([F:17])[C:12]([CH:15]=O)=[N:13][CH:14]=1.C1(C)C=CC(S([O-])(=O)=O)=CC=1.[NH+]1C=CC=CC=1.S([O-])([O-])(=O)=O.[Mg+2]>C(Cl)Cl>[Br:8][C:9]1[CH:10]=[C:11]([F:17])[C:12](/[CH:15]=[N:7]/[S:5]([C:2]([CH3:4])([CH3:3])[CH3:1])=[O:6])=[N:13][CH:14]=1 |f:2.3,4.5|. Procedure details: To a solution of (R)-(+)-2-methyl-2-propanesulfinamide (9.898 g, 81.67 mmol) in CH2Cl2 (160 mL) was added 5-bromo-3-fluoropyridine-2-carbaldehyde (16.66 g, 81.67 mmol), pyridinium p-toluenesulfonate (1.026 g, 4.08 mmol), and magnesium sulfate (49.15 g, 408.3 mmol). The reaction was stirred at room temperature overnight, then filtered through celite and concentrated in vacuo. The residue was subjected to silica gel chromatography eluted with 0 to 10% ethyl acetate in hexanes to provide N-[(1E)-(5...